From a dataset of the Open Reaction Database (ORD), a public repository of structured organic reaction records. describe an organic reaction: reactants, conditions, products, and yield Starting materials: C([O-])([O-])=O.[K+].[K+] (potassium carbonate), C([O-])([O-])=O.[K+].[K+] (Potassium carbonate), OC=1N=C(C(=NC1C)C=1C=CC(N(N1)C(C)C)=O)C1=CC=CC=C1 (6-(5-hydroxy-6-methyl-3-phenyl-2-pyrazinyl)-2-isopropyl-3(2H)-pyridazinone), ICC(=O)N (iodoacetamide), O (water). The solvent is CC(=O)N(C)C (DMA), CCOC(=O)C (EtOAc), CCCCCC (n-hexane). Run at temperature 22.5 celsius, time 2 hour. Yields the product NC=1N=C(C(=NC1C)C=1C=CC(N(N1)C(C)C)=O)C1=CC=CC=C1 (6-(5-amino-6-methyl-3-phenyl-2-pyrazinyl)-2-isopropyl-3(2H)-pyridazinone). Yield: 64.9%. RXN SMILES: C(=O)([O-])[O-].[K+].[K+].O[C:8]1[N:9]=[C:10]([C:25]2[CH:30]=[CH:29][CH:28]=[CH:27][CH:26]=2)[C:11]([C:15]2[CH:16]=[CH:17][C:18](=[O:24])[N:19]([CH:21]([CH3:23])[CH3:22])[N:20]=2)=[N:12][C:13]=1[CH3:14].ICC([NH2:35])=O.O>CC(N(C)C)=O.CCOC(C)=O.CCCCCC>[NH2:35][C:8]1[N:9]=[C:10]([C:25]2[CH:30]=[CH:29][CH:28]=[CH:27][CH:26]=2)[C:11]([C:15]2[CH:16]=[CH:17][C:18](=[O:24])[N:19]([CH:21]([CH3:23])[CH3:22])[N:20]=2)=[N:12][C:13]=1[CH3:14] |f:0.1.2|. Procedure: Potassium carbonate (77 mg) was added to a solution of 6-(5-hydroxy-6-methyl-3-phenyl-2-pyrazinyl)-2-isopropyl-3(2H)-pyridazinone (150 mg) and iodoacetamide (95 mg) in DMA (1 ml) and the mixture was stirred at 20-25° C. for 2 hours. To the reaction mixture, potassium carbonate (235 mg) was added and heated at 150-155° C. for 2 hours. After addition of water, the mixture was extracted with CHCl3, washed with brine, dried over MgSO4 and concentrated under reduced pressure to give a residue. The re... Starting materials: Cc1ccnc(Br)c1, CC(C)[Mg+], [Cl-], [Cl-], O=Cc1cc(F)ccc1F, [NH4+], C1CCOC1. The product is Cc1ccnc(C(O)c2cc(F)ccc2F)c1. RXN SMILES: [Br:6][c:7]1[n:8][cH:9][cH:10][c:11]([CH3:13])[cH:12]1.[CH:2]([Mg+:3])([CH3:4])[CH3:5].[Cl-:1].[Cl-:24].[F:14][c:15]1[c:16]([CH:17]=[O:18])[cH:19][c:20]([F:23])[cH:21][cH:22]1.[NH4+:25].[O:26]1[CH2:27][CH2:28][CH2:29][CH2:30]1>>[c:7]1([CH:17]([c:16]2[c:15]([F:14])[cH:22][cH:21][c:20]([F:23])[cH:19]2)[OH:18])[n:8][cH:9][cH:10][c:11]([CH3:13])[cH:12]1. Starting materials: C1(=CC=CC=C1)S(=O)(=O)N1C=CC2=CC=CC=C12 (1-(Phenylsulfonyl)indole), resultant mixture, Cl (HCl), C(C1=CC=CC=C1)OC1=C(C=C(C(=O)O)C=C1)OCCCCl (4-benzyloxy-3-(3-chloropropoxy)benzoic acid), C(C(=O)Cl)(=O)Cl (oxalyl chloride), [Cl-].[Al+3].[Cl-].[Cl-] (Aluminum chloride), resultant solution. Solvent: ClC(C)Cl (dichloroethane), ClC(C)Cl (dichloroethane). Conditions: time 5 minute. Product: ClCCCOC=1C=C(C(=O)Cl)C=CC1OCC1=CC=CC=C1 (3-(3-Chloropropoxy)-4-benzyloxybenzoyl chloride), OC1=C(C=C(C(=O)C2=CN(C3=CC=CC=C23)S(=O)(=O)C2=CC=CC=C2)C=C1)OCCCCl (3-[4-hydroxy-3-(3-chloropropoxy)benzoyl]-1-(phenylsulfonyl) indole). RXN SMILES: [CH2:1]([O:8][C:9]1[CH:17]=[CH:16][C:12]([C:13]([OH:15])=[O:14])=[CH:11][C:10]=1[O:18][CH2:19][CH2:20][CH2:21][Cl:22])[C:2]1[CH:7]=[CH:6][CH:5]=[CH:4][CH:3]=1.C(Cl)(=O)C([Cl:26])=O.[Cl-].[Al+3].[Cl-].[Cl-].[C:33]1([S:39]([N:42]2[C:50]3[C:45](=[CH:46][CH:47]=[CH:48][CH:49]=3)[CH:44]=[CH:43]2)(=[O:41])=[O:40])[CH:38]=[CH:37][CH:36]=[CH:35][CH:34]=1.Cl>ClC(Cl)C>[Cl:22][CH2:21][CH2:20][CH2:19][O:18][C:10]1[CH:11]=[C:12]([CH:16]=[CH:17][C:9]=1[O:8][CH2:1][C:2]1[CH:7]=[CH:6][CH:5]=[CH:4][CH:3]=1)[C:13]([Cl:26])=[O:14].[OH:8][C:9]1[CH:17]=[CH:16][C:12]([C:13]([C:44]2[C:45]3[C:50](=[CH:49][CH:48]=[CH:47][CH:46]=3)[N:42]([S:39]([C:33]3[CH:38]=[CH:37][CH:36]=[CH:35][CH:34]=3)(=[O:41])=[O:40])[CH:43]=2)=[O:15])=[CH:11][C:10]=1[O:18][CH2:19][CH2:20][CH2:21][Cl:22] |f:2.3.4.5|. Procedure details: 3-(3-Chloropropoxy)-4-benzyloxybenzoyl chloride, which was prepared using 4-benzyloxy-3-(3-chloropropoxy)benzoic acid (2.53 g) and oxalyl chloride (1 ml), was dissolved in dichloroethane (20 ml). Aluminum chloride (2.63 g) was added to the resultant solution while cooling on ice bath, stirred for 5 minutes at room temperature, and then cooled again on ice bath. 1-(Phenylsulfonyl)indole (1.69 g) in dichloroethane (10 ml) was added dropwise to the resultant mixture and stirred for 2.5 hours at roo... Reactants: C(C1=CC=CC=C1)OC1=C(C=C(C=C1)Br)C(C)(C)C (1-benzyloxy-4-bromo-2-tert-butyl-benzene), FC1=C(C=C(C=C1F)Br)O (2,3-difluoro-5-bromophenol), CCO (EtOH). The product is C(C)OC(C1=CC(=C(C(=C1)O)F)F)=O (3,4-difluoro-5-hydroxy-benzoic acid ethyl ester). RXN SMILES: [CH2:1]([O:8][C:9]1C=CC(Br)=CC=1C(C)(C)C)[C:2]1C=CC=CC=1.[F:20][C:21]1[C:26]([F:27])=[CH:25][C:24](Br)=[CH:23][C:22]=1[OH:29].CC[OH:32]>>[CH2:1]([O:8][C:9](=[O:32])[C:24]1[CH:23]=[C:22]([OH:29])[C:21]([F:20])=[C:26]([F:27])[CH:25]=1)[CH3:2]. Procedure details: The title compound was synthesized by substituting 1-benzyloxy-4-bromo-2-tert-butyl-benzene in Example 47C with 2,3-difluoro-5-bromophenol in EtOH. MS (DCI) m/z 220 (M+NH4)+.